Dataset: the Open Reaction Database (ORD), a public repository of structured organic reaction records. Task: describe an organic reaction: reactants, conditions, products, and yield Starting materials: FC1=C(C=C(C=C1)F)C(C)=O (2′,5′-difluoro acetophenone), N1CCCC1 (pyrrolidine), CC1=NC(=C(C(=N1)Cl)[N+](=O)[O-])Cl (2-methyl-4,6-dichloro-5-nitropyrimidine), C(C)(C)N(C(C)C)CC (N,N-diisopropylethylamine), N1CCCCC1 (piperidine), Cl[Sn]Cl (SnCl2), FC1=C(C=C(C=C1)F)C(=C)N1CCCC1 ([1-(2,5-difluorophenyl)vinyl]pyrrolidine). The reagents and catalysts are Cl[Ti](Cl)(Cl)Cl (TiCl4). Solvent: CN(C)C=O (DMF), CCN(CC)CC (NEt3). The product is FC1=C(C=C(C=C1)F)C1CC(CC(N1)C)C1=NC=C2C(N1)=CC=N2 (6-(2,5-difluorophenyl)-2-methyl-4-piperidylpyrrolo[3,2-d]pyrimidine). The yield is 26.0%. Reaction SMILES: FC1C=CC(F)=C[C:3]=1[C:9]([N:11]1CCCC1)=[CH2:10].[F:16][C:17]1[CH:22]=[CH:21][C:20]([F:23])=[CH:19][C:18]=1[C:24](=O)[CH3:25].N1CC[CH2:29][CH2:28]1.[CH3:32][C:33]1[N:38]=[C:37](Cl)[C:36]([N+:40]([O-])=O)=[C:35](Cl)[N:34]=1.C(N(CC)C(C)C)(C)C.N1CCCCC1.Cl[Sn]Cl>CN(C=O)C.Cl[Ti](Cl)(Cl)Cl.CCN(CC)CC>[F:16][C:17]1[CH:22]=[CH:21][C:20]([F:23])=[CH:19][C:18]=1[CH:24]1[NH:11][CH:9]([CH3:10])[CH2:3][CH:32]([C:33]2[NH:38][C:37]3=[CH:28][CH:29]=[N:40][C:36]3=[CH:35][N:34]=2)[CH2:25]1. Procedure: Using the method described in Example 30 by employing [1-(2,5-difluorophenyl)vinyl]pyrrolidine (freshly prepared before use from 2′,5′-difluoro acetophenone (Aldrich Chemical Company), pyrrolidine and TiCl4 (1.45 g, 6.94 mmol), 2-methyl-4,6-dichloro-5-nitropyrimidine (Example 76(b)) (1.00 g, 4.83 mmol), N,N-diisopropylethylamine (1.2 mL, 6.94 mmol), piperidine (1.1 mL, 11.1 mmol), NEt3 (1.2 mL) and SnCl2 (21 mL of a 2 M soln in DMF). The residue was purified by flash chromatography on silica gel... The reactants are C(C)(=O)N (acetamide), C[Si](C)(C)[N-][Si](C)(C)C.[Li+] (lithium bis(trimethylsilyl)amide), IC1=CN(C2=CC=C(C=C12)C1=NOC(=N1)C(Cl)(Cl)Cl)S(=O)(=O)C1=CC=C(C)C=C1 (3-(3-iodo-1-tosyl-1H-indol-5-yl)-5-(trichloromethyl)-1,2,4-oxadiazole). Solvent: C1CCOC1 (THF). Conditions: temperature -10 celsius, time 10 minute. The product is IC1=CN(C2=CC=C(C=C12)C1=NOC(=N1)NC(C)=O)S(=O)(=O)C1=CC=C(C)C=C1 (N-(3-(3-iodo-1-tosyl-1H-indol-5-yl)-1,2,4-oxadiazol-5-yl)acetamide). Yield: 55.5%. As a reaction SMILES: [C:1]([NH2:4])(=[O:3])[CH3:2].C[Si]([N-][Si](C)(C)C)(C)C.[Li+].[I:15][C:16]1[C:24]2[C:19](=[CH:20][CH:21]=[C:22]([C:25]3[N:29]=[C:28](C(Cl)(Cl)Cl)[O:27][N:26]=3)[CH:23]=2)[N:18]([S:34]([C:37]2[CH:43]=[CH:42][C:40]([CH3:41])=[CH:39][CH:38]=2)(=[O:36])=[O:35])[CH:17]=1>C1COCC1>[I:15][C:16]1[C:24]2[C:19](=[CH:20][CH:21]=[C:22]([C:25]3[N:29]=[C:28]([NH:4][C:1](=[O:3])[CH3:2])[O:27][N:26]=3)[CH:23]=2)[N:18]([S:34]([C:37]2[CH:43]=[CH:42][C:40]([CH3:41])=[CH:39][CH:38]=2)(=[O:35])=[O:36])[CH:17]=1 |f:1.2|. Reported procedure: To a solution of acetamide (91.5 mg, 1.54 mmol in dry THF (10 mL) was added 1.0M lithium bis(trimethylsilyl)amide (LHMDS) (1.2 mL, 1.54 mmol) at −78° C. and the mixture was stirred for 45 min at −78° C. and 10 min at −10° C. Again the reaction was cooled back to −78° C. To the mixture at −78° C. was added 3-(3-iodo-1-tosyl-1H-indol-5-yl)-5-(trichloromethyl)-1,2,4-oxadiazole (600 mg, 1.03 mmol) and the reaction was stirred at RT for 12 h. The solvent was then removed in vacuo and the residue was ... The reactants are CC(C)(C)NC(=O)C(=O)O, COc1cccc(C(Oc2ccc3c(cnn3-c3ccc(F)cc3)c2)C(C)N)c1. Yields the product COc1cccc(C(Oc2ccc3c(cnn3-c3ccc(F)cc3)c2)C(C)NC(=O)C(=O)NC(C)(C)C)c1. RXN SMILES: [C:30]([CH3:31])([CH3:32])([CH3:33])[NH:34][C:35]([C:36](=[O:37])[OH:38])=[O:39].[F:1][c:2]1[cH:3][cH:4][c:5](-[n:8]2[n:9][cH:10][c:11]3[cH:12][c:13]([O:17][CH:18]([CH:19]([CH3:20])[NH2:21])[c:22]4[cH:23][c:24]([O:28][CH3:29])[cH:25][cH:26][cH:27]4)[cH:14][cH:15][c:16]23)[cH:6][cH:7]1>>[F:1][c:2]1[cH:3][cH:4][c:5](-[n:8]2[n:9][cH:10][c:11]3[cH:12][c:13]([O:17][CH:18]([CH:19]([CH3:20])[NH:21][C:36]([C:35]([NH:34][C:30]([CH3:31])([CH3:32])[CH3:33])=[O:39])=[O:37])[c:22]4[cH:23][c:24]([O:28][CH3:29])[cH:25][cH:26][cH:27]4)[cH:14][cH:15][c:16]23)[cH:6][cH:7]1. Reactants: COCCl, CCN(C(C)C)C(C)C, ClCCl, COC(=O)c1cccc(O)c1. The product is COCOc1cccc(C(=O)OC)c1. Reaction SMILES: [CH3:10][O:11][CH2:12][Cl:13].[CH:1]([N:2]([CH:3]([CH3:4])[CH3:5])[CH2:6][CH3:7])([CH3:8])[CH3:9].[Cl:25][CH2:26][Cl:27].[OH:14][c:15]1[cH:16][c:17]([C:18](=[O:19])[O:20][CH3:21])[cH:22][cH:23][cH:24]1>>[CH3:10][O:11][CH2:12][O:14][c:15]1[cH:16][c:17]([C:18](=[O:19])[O:20][CH3:21])[cH:22][cH:23][cH:24]1.